From a dataset of the Open Reaction Database (ORD), a public repository of structured organic reaction records. describe an organic reaction: reactants, conditions, products, and yield Reactants: O[C@@H]1C[C@]23[C@H](C[C@H]4[C@@H]5CCC([C@@]5(C)CC[C@@H]4[C@]2(CC1)C)=O)O3 (3β-hydroxy-5α,6α-epoxyandrostane-17-one), O[C@@H]1C[C@@]23[C@@H](C[C@H]4[C@@H]5CCC([C@@]5(C)CC[C@@H]4[C@]2(CC1)C)=O)O3 (3β-hydroxy-5β,6β-epoxyandrostan-17-one), CC(C)O (i-PrOH). The solvent is CC(=O)C (acetone), CC(=O)C.OS(=O)(=O)O.O=[Cr](=O)=O (Jones reagent). Product: O[C@]12C(C[C@H]3[C@@H]4CCC([C@@]4(C)CC[C@@H]3[C@]2(CCC(C1)=O)C)=O)=O (5α-hydroxyandrostane-3,6,17-trione). The yield is 75.0%. As a reaction SMILES: [OH:1][C@H:2]1[CH2:19][CH2:18][C@@:17]2([CH3:20])[C@:4]3([O:22][C@H:5]3[CH2:6][C@@H:7]3[C@@H:16]2[CH2:15][CH2:14][C@@:12]2([CH3:13])[C@H:8]3[CH2:9][CH2:10][C:11]2=[O:21])[CH2:3]1.[OH:23][C@H]1CC[C@@]2(C)[C@@]3(O[C@@H]3C[C@@H]3[C@@H]2CC[C@@]2(C)[C@H]3CCC2=O)C1.CC(O)C>CC(C)=O.CC(C)=O.OS(O)(=O)=O.O=[Cr](=O)=O>[OH:22][C@:4]12[CH2:3][C:2](=[O:1])[CH2:19][CH2:18][C@:17]1([CH3:20])[C@@H:16]1[C@H:7]([C@H:8]3[C@@:12]([CH2:14][CH2:15]1)([CH3:13])[C:11](=[O:21])[CH2:10][CH2:9]3)[CH2:6][C:5]2=[O:23] |f:4.5.6|. Reported procedure: To a solution of a 1/1 mixture of 3β-hydroxy-5α,6α-epoxyandrostane-17-one and 3β-hydroxy-5β,6β-epoxyandrostan-17-one (2.10 g, 6.90 mmol) in acetone (38 mL), Jones reagent (8.35 mL) was added dropwise, maintaining the temperature below 40° C. 5 min after completion of the addition, i-PrOH (10 mL) was added and, after further 10 min, the suspension was filtered and the filtrate evaporated to dryness. The residue was treated with H2O (300 mL) and extracted with EtOAc (3×100 mL). The combined organi... The reactants are C(C)(C)(C)OC(=O)N1CCC2(CC(NC2)=O)CC1 (3-oxo-2,8-diaza-spiro[4,5]decane-8-carboxylic acid tert-butyl ester), BrC1=CC(OC1)=O (4-bromofuran-2(5H)-one), O=C1C=C(CO1)N1C(C2(CCC1)CCNCC2)=O (2-(5-oxo-2,5-dihydrofuran-3-yl)-2,9-diazaspiro[5.5]undecan-1-one). Yields the product O=C1C=C(CO1)N1CC2(CC1=O)CCNCC2 (2-(5-oxo-2,5-dihydrofuran-3-yl)-2,8-diazaspiro[4.5]decan-3-one). As a reaction SMILES: C(OC([N:8]1[CH2:18][CH2:17][C:11]2([CH2:15][NH:14][C:13](=[O:16])[CH2:12]2)[CH2:10][CH2:9]1)=O)(C)(C)C.Br[C:20]1[CH2:24][O:23][C:22](=[O:25])[CH:21]=1.O=C1OCC(N2CCCC3(CCNCC3)C2=O)=C1>>[O:25]=[C:22]1[O:23][CH2:24][C:20]([N:14]2[C:13](=[O:16])[CH2:12][C:11]3([CH2:10][CH2:9][NH:8][CH2:18][CH2:17]3)[CH2:15]2)=[CH:21]1. Procedure details: The title compound was prepared from 3-oxo-2,8-diaza-spiro[4,5]decane-8-carboxylic acid tert-butyl ester and 4-bromofuran-2(5H)-one in two steps in an analogous fashion to that described for 2-(5-oxo-2,5-dihydrofuran-3-yl)-2,9-diazaspiro[5.5]undecan-1-one (I-18) above. LC/MS: [(M+1)]+=237 The reactants are S1C(=CC=C1)C1=NNC=C1 (3-(2-thienyl)-1H-pyrazole), C(CC)N1N=C(C=C1)C=1SC=CC1 (1-propyl-3-(2-thienyl)-1H-pyrazole), C(CC)I (propyl iodide), [H-].[Na+] (Sodium hydride). The solvent is CN(C=O)C (N,N-dimethylformamide), CC(C)(C)OC (MTBE), O (Water). Run at temperature 0 celsius, time 15 minute. Yields the product mixture, C(CC)N1N=CC=C1C=1SC=CC1 (1-propyl-5-(2-thienyl)-1H-pyrazole). Yield: 99.0%. As a reaction SMILES: [S:1]1[CH:5]=[CH:4][CH:3]=[C:2]1[C:6]1[CH:10]=[CH:9][NH:8][N:7]=1.[H-].[Na+].[CH2:13](I)[CH2:14][CH3:15].C(N1C=CC(C2SC=CC=2)=N1)CC>CN(C)C=O.CC(OC)(C)C.O>[CH2:13]([N:7]1[C:6]([C:2]2[S:1][CH:5]=[CH:4][CH:3]=2)=[CH:10][CH:9]=[N:8]1)[CH2:14][CH3:15] |f:1.2|. Procedure details: 3-(2-thienyl)-1H-pyrazole (33.3 mmol) was dissolved in 100 mL dry N,N-dimethylformamide and cooled to 0° C. under argon atmosphere. Sodium hydride (39.9 mmol, 60% dispersion in mineral oil) was added in portions at 0° C. The reaction mixture was allowed to warm to room temperature and was stirred at room temperature for 15 min. After cooling to 0° C. again, propyl iodide (49.9 mmol) was added dropwise at 0° C. The reaction mixture was stirred at room temperature for 14 h. Water and MTBE were add... Reactants: ice water, FC1=C(C=CC(=C1)Cl)NN=C(C(=O)OCC)C(C1=C(C=CC=C1OC(F)F)F)=O (Ethyl 2-[(2-fluoro-4-chlorophenyl)-1,1-diazanediyl]-(2-fluoro-6-difluoromethoxybenzoyl)acetate), C([O-])([O-])=O.[K+].[K+] (potassium carbonate), resultant mixture. Run in CN(C=O)C (N,N-dimethylformamide). Run at time 8 hour. The product is FC1=C(C=CC(=C1)Cl)N1N=C(C(C2=C(C=CC=C12)OC(F)F)=O)C(=O)OCC (ethyl 1-(2-fluoro-4-chlorophenyl)-1,4-dihydro-4-oxo-5-difluoromethoxycinnoline-3-carboxylate). The yield is 93.5%. RXN SMILES: [F:1][C:2]1[CH:7]=[C:6]([Cl:8])[CH:5]=[CH:4][C:3]=1[NH:9][N:10]=[C:11]([C:17](=[O:29])[C:18]1[C:23]([O:24][CH:25]([F:27])[F:26])=[CH:22][CH:21]=[CH:20][C:19]=1F)[C:12]([O:14][CH2:15][CH3:16])=[O:13].C(=O)([O-])[O-].[K+].[K+]>CN(C)C=O>[F:1][C:2]1[CH:7]=[C:6]([Cl:8])[CH:5]=[CH:4][C:3]=1[N:9]1[C:19]2[C:18](=[C:23]([O:24][CH:25]([F:27])[F:26])[CH:22]=[CH:21][CH:20]=2)[C:17](=[O:29])[C:11]([C:12]([O:14][CH2:15][CH3:16])=[O:13])=[N:10]1 |f:1.2.3|. Procedure details: Ethyl 2-[(2-fluoro-4-chlorophenyl)-1,1-diazanediyl]-(2-fluoro-6-difluoromethoxybenzoyl)acetate (460 mg) and potassium carbonate (137 mg) were added to N,N-dimethylformamide (10 ml), and the resultant mixture was heated at 100° C. for 1 hour. The mixture was cooled to room temperature, and was poured into ice-water (about 50 ml). After allowing it to stand overnight, the precipitated crystals were collected by filtration, washed with water (5 ml) two times and were dried under reduced pressure to... Starting materials: C1CCC(CC1)N=C=NC2CCCCC2 (DCC), FC(F)(F)C1(CC1)C(=O)O (Trifluoromethyl cyclopropane carboxylic acid), amine, Cl.CONC (N-methoxymethanamine HCl salt). Solvent: C(Cl)Cl (DCM), C(Cl)Cl (CH2Cl2). Conditions: temperature 0 celsius, time 5 minute. Yields the product CON(C(=O)C1(CC1)C(F)(F)F)C (N-methoxy-N-methyl-1-(trifluoromethyl)cyclopropanecarboxamide). Yield: 71.0%. RXN SMILES: [F:1][C:2]([C:5]1([C:8]([OH:10])=O)[CH2:7][CH2:6]1)([F:4])[F:3].Cl.[CH3:12][O:13][NH:14][CH3:15].C1CCC(N=C=NC2CCCCC2)CC1>C(Cl)Cl>[CH3:12][O:13][N:14]([CH3:15])[C:8]([C:5]1([C:2]([F:4])([F:3])[F:1])[CH2:7][CH2:6]1)=[O:10] |f:1.2|. Procedure: Trifluoromethyl cyclopropane carboxylic acid (500 mg, 3.24 mmol) was added to a freshly prepared solution of Weinreb amine (3.90 mmol) prepared by treating N-methoxymethanamine HCl salt with EtN-iPr2 (3.90 mmol) in CH2Cl2 at −40° C. and stirring for 5 min. DCC (801 mg, 3.90 mmol) in 5.0 mL of DCM was then added slowly over 3 min while cooling the solution at 0° C. The reaction mixture was stirred at RT for 48 h. It was then filtered through a plug of silica gel washing with Et2O. The volatiles w... Reactants: ClC1=CC=C(C=C1)C=1SC(=CN1)C(C)O (1-[2-(4-chlorophenyl)thiazol-5-yl]ethanol), [H-].[Na+] (sodium hydride), ClC1=CC(C2CCC1C2)=O (4-chlorobicyclo[3.2.1]oct-3-en-2-one). The yield is 74.9%. Reported procedure: To a solution of 1-[2-(4-chlorophenyl)thiazol-5-yl]ethanol (1.1 g, 4.6 mmol) in anhydrous tetrahydrofuran (20 ml) is added, in one portion, sodium hydride (60% dispersion in mineral oil, 184 mg, 4.6 mmol). The reaction mixture is stirred for 5 minutes at room temperature and 4-chlorobicyclo[3.2.1]oct-3-en-2-one (720 mg, 4.6 mmol) is added in one portion. The reaction mixture is stirred at room temperature overnight. Silica gel is added to the crude reaction mixture, the solvent is evaporated und... The product is ClC1=CC=C(C=C1)C=1SC(=CN1)C(C)OC1=CC(C2CCC1C2)=O (4-{1-[2-(4-chlorophenyl)thiazol-5-yl]ethoxy}bicyclo[3.2.1]oct-3-en-2-one). Reaction SMILES: [Cl:1][C:2]1[CH:7]=[CH:6][C:5]([C:8]2[S:9][C:10]([CH:13]([OH:15])[CH3:14])=[CH:11][N:12]=2)=[CH:4][CH:3]=1.[H-].[Na+].Cl[C:19]1[CH:25]2[CH2:26][CH:22]([CH2:23][CH2:24]2)[C:21](=[O:27])[CH:20]=1>O1CCCC1>[Cl:1][C:2]1[CH:3]=[CH:4][C:5]([C:8]2[S:9][C:10]([CH:13]([O:15][C:19]3[CH:25]4[CH2:26][CH:22]([CH2:23][CH2:24]4)[C:21](=[O:27])[CH:20]=3)[CH3:14])=[CH:11][N:12]=2)=[CH:6][CH:7]=1 |f:1.2|. Run at time 5 minute. Solvent: O1CCCC1 (tetrahydrofuran). Reactants: COC(=O)C#CBr, C#CS(=O)(=O)c1cc2c(cc1C)C(C)(C)CCC2(C)C, CCN, CO, CCOC(C)=O, [Cl-], Cl[Cu], Cl, NO, [NH4+], O. The product is COC(=O)C#CC#CS(=O)(=O)c1cc2c(cc1C)C(C)(C)CCC2(C)C. As a reaction SMILES: [Br:4][C:5]#[C:6][C:7](=[O:8])[O:9][CH3:10].[C:14](#[CH:15])[S:16](=[O:17])(=[O:18])[c:19]1[cH:20][c:21]2[c:26]([cH:27][c:28]1[CH3:29])[C:25]([CH3:30])([CH3:31])[CH2:24][CH2:23][C:22]2([CH3:32])[CH3:33].[CH3:1][CH2:2][NH2:3].[CH3:37][OH:38].[CH3:41][CH2:42][O:43][C:44](=[O:45])[CH3:46].[Cl-:34].[Cl:39][Cu:40].[ClH:11].[NH2:12][OH:13].[NH4+:35].[OH2:36]>>[C:5](#[C:6][C:7](=[O:8])[O:9][CH3:10])[C:15]#[C:14][S:16](=[O:17])(=[O:18])[c:19]1[cH:20][c:21]2[c:26]([cH:27][c:28]1[CH3:29])[C:25]([CH3:30])([CH3:31])[CH2:24][CH2:23][C:22]2([CH3:32])[CH3:33]. Run in C=1(C(=CC=CC1)C)C (xylene). Starting materials: CS(=O)(=O)OCCN1C2=C(C3=CC=CC=C13)C(=NC(=N2)N2CCCC2)N2CCCC2 (9-(2-Methanesulfonyloxyethyl)-2,4-di-1-pyrrolidinyl-9H-pyrimido[4,5-b]indole), N1C=NC=C1 (imidazole). Yields the product N1(C=NC=C1)CCN1C2=C(C3=CC=CC=C13)C(=NC(=N2)N2CCCC2)N2CCCC2 (9-[2-(1-Imidazolyl)ethyl]-2,4-di-1-pyrrolidinyl-9H-pyrimido[4,5-b]indole). Reaction SMILES: CS(O[CH2:6][CH2:7][N:8]1[C:16]2[C:11](=[CH:12][CH:13]=[CH:14][CH:15]=2)[C:10]2[C:17]([N:26]3[CH2:30][CH2:29][CH2:28][CH2:27]3)=[N:18][C:19]([N:21]3[CH2:25][CH2:24][CH2:23][CH2:22]3)=[N:20][C:9]1=2)(=O)=O.[NH:31]1[CH:35]=[CH:34][N:33]=[CH:32]1>C1(C)C(C)=CC=CC=1>[N:31]1([CH2:6][CH2:7][N:8]2[C:16]3[C:11](=[CH:12][CH:13]=[CH:14][CH:15]=3)[C:10]3[C:17]([N:26]4[CH2:30][CH2:29][CH2:28][CH2:27]4)=[N:18][C:19]([N:21]4[CH2:25][CH2:24][CH2:23][CH2:22]4)=[N:20][C:9]2=3)[CH:35]=[CH:34][N:33]=[CH:32]1. Procedure details: A mixture of 9-(2-methanesulfonyloxyethyl)-2,4-di-1-pyrrolidinyl-9H-pyrimido[4,5-b]indole (IX, EXAMPLE4, 0.64 g), imidazole (1.02 g) and xylene (15 mL) is heated at reflux for 3 hr. The xylene is then removed under reduced pressure, and the residue is partitioned between methylene chloride and aqueous sodium bicarbonate. The organic phase is washed with saline, dried over sodium sulfate and concentrated. Chromatography (silica gel, 4% methanol/methylene chloride) gives the title compound, mp=181... Reactants: [N+](=O)([O-])C1=C(C=CC=C1)NCCCCCCCCCCCCCCCCCC (N-(2-nitrophenyl)-1-octadecanamine). Reagents/catalysts: [C].[Pd] (palladium-carbon). The solvent is C(C)(=O)OCC (ethyl acetate). Run at time 18 hour. The product is C(CCCCCCCCCCCCCCCCC)NC=1C(=CC=CC1)N (N-Octadecyl-1,2-benzenediamine). Yield: 99.1%. RXN SMILES: [N+:1]([C:4]1[CH:9]=[CH:8][CH:7]=[CH:6][C:5]=1[NH:10][CH2:11][CH2:12][CH2:13][CH2:14][CH2:15][CH2:16][CH2:17][CH2:18][CH2:19][CH2:20][CH2:21][CH2:22][CH2:23][CH2:24][CH2:25][CH2:26][CH2:27][CH3:28])([O-])=O>C(OCC)(=O)C.[C].[Pd]>[CH2:11]([NH:10][C:5]1[C:4]([NH2:1])=[CH:9][CH:8]=[CH:7][CH:6]=1)[CH2:12][CH2:13][CH2:14][CH2:15][CH2:16][CH2:17][CH2:18][CH2:19][CH2:20][CH2:21][CH2:22][CH2:23][CH2:24][CH2:25][CH2:26][CH2:27][CH3:28] |f:2.3|. Procedure details: 10% of palladium-carbon (1.52 g) was added to a solution containing N-(2-nitrophenyl)-1-octadecanamine (7.600 g) in ethyl acetate (76 ml) and the mixture was stirred for 18 hours under a hydrogen gas atmosphere at room temperature. After the catalyst was removed out by filtration, the filtrate was concentrated, thereby yielding the entitled compound (6.95 g) as pink solid. Reactants: [Si](C)(C)(C(C)(C)C)OCCNC1CCCC1 ([2-(tert-butyl-dimethylsilanyloxy)-ethyl]-cyclopentylamine), C1(CCC1)N (cyclobutylamine), [Si](C)(C)(C(C)(C)C)OCC=O (2-(tert-butyl-dimethylsilanyloxy)acetaldehyd). Yields the product [Si](C)(C)(C(C)(C)C)OCCNC1CCC1 ([2-(tert-Butyl-dimethylsilanyloxy)-ethyl]-cyclobutyl-amine). As a reaction SMILES: [Si:1]([O:8][CH2:9][CH2:10][NH:11][CH:12]1[CH2:16][CH2:15][CH2:14]C1)([C:4]([CH3:7])([CH3:6])[CH3:5])([CH3:3])[CH3:2].C1(N)CCC1.[Si](OCC=O)(C(C)(C)C)(C)C>>[Si:1]([O:8][CH2:9][CH2:10][NH:11][CH:12]1[CH2:16][CH2:15][CH2:14]1)([C:4]([CH3:5])([CH3:6])[CH3:7])([CH3:2])[CH3:3]. Reported procedure: This compound was prepared following the same method as described for [2-(tert-butyl-dimethylsilanyloxy)-ethyl]-cyclopentyl-amine (8e) from cyclobutylamine (1 g, 14.27 mmol) and 2-(tert-butyl-dimethylsilanyloxy)acetaldehyd (2.6 mg, 14.26 mmol). The product was obtained as a yellow gummy mass (400 mg, 12.22%).